From a dataset of the Open Reaction Database (ORD), a public repository of structured organic reaction records. describe an organic reaction: reactants, conditions, products, and yield The reactants are CS(=O)(=O)C1=CC=C(C#N)C=C1 (4-methylsulfonylbenzonitrile), CC=1C=C(N)C=CC1C (3,4-dimethylaniline). Product: CC=1C=C(C=CC1C)NC(=N)C1=CC=C(C=C1)S(=O)(=O)C (N-(3,4-Dimethylphenyl)-4-(methylsulfonyl)benzenecarboximidamide). Yield: 45.0%. RXN SMILES: [CH3:1][S:2]([C:5]1[CH:12]=[CH:11][C:8]([C:9]#[N:10])=[CH:7][CH:6]=1)(=[O:4])=[O:3].[CH3:13][C:14]1[CH:15]=[C:16]([CH:18]=[CH:19][C:20]=1[CH3:21])[NH2:17]>>[CH3:13][C:14]1[CH:15]=[C:16]([NH:17][C:9]([C:8]2[CH:7]=[CH:6][C:5]([S:2]([CH3:1])(=[O:4])=[O:3])=[CH:12][CH:11]=2)=[NH:10])[CH:18]=[CH:19][C:20]=1[CH3:21]. Procedure details: The title compound was prepared from 4-methylsulfonylbenzonitrile (5.0 g, 28 mmol) and 3,4-dimethylaniline (3.36 g, 28 mmol) by following the procedure described in preparation 1 (3.75 g, yield 45%, purity 97.1% by HPLC). 1H-NMR (CDCl3):δ 2.25-2.26 (d, 6H), 3.07 (s, 3H), 4.91 (bs, 2H, D2O exchangeable), 6.71-6.73 (m, 1H), 6.78 (s, 1H), 7.12-7.14 (d, 1H), 8-8.02 (d, 2H), 8.07-8.09 (d, 2H). MS m/z:303.2 (M+). The reactants are C(C)OC(CC=1OC2=C(C1)C=C(C=C2)C)=O ((5-methylbenzofuran-2-yl)acetic acid ethyl ester), C(C)OC(CC=1OC2=C(C1)C=C(C=C2)C)=O ((5-methylbenzofuran-2-yl)acetic acid ethyl ester), [H-].[Na+] (sodium hydride), oil, BrCCCCBr (1,4-dibromobutane). Run in CN(C)C=O (DMF), CCOC(=O)C (EtOAc). Run at temperature 80 celsius, time 15 minute. The product is C(C)OC(=O)C1(CCCC1)C=1OC2=C(C1)C=C(C=C2)C (1-(5-methylbenzofuran-2-yl)cyclopentane carboxylic acid ethyl ester). RXN SMILES: [CH2:1]([O:3][C:4](=[O:16])[CH2:5][C:6]1[O:7][C:8]2[CH:14]=[CH:13][C:12]([CH3:15])=[CH:11][C:9]=2[CH:10]=1)[CH3:2].[H-].[Na+].Br[CH2:20][CH2:21][CH2:22][CH2:23]Br>CN(C=O)C.CCOC(C)=O>[CH2:1]([O:3][C:4]([C:5]1([C:6]2[O:7][C:8]3[CH:14]=[CH:13][C:12]([CH3:15])=[CH:11][C:9]=3[CH:10]=2)[CH2:23][CH2:22][CH2:21][CH2:20]1)=[O:16])[CH3:2] |f:1.2|. Reported procedure: To a solution of the product of Step 3, above (57) (1.85 mmol), in 2 ml DMF was added 60% sodium hydride in oil (3.6 mmol) at ambient temperature. The reaction mixture was stirred for 15 minutes and then 1,4-dibromobutane (1.85 mmol) was added. The reaction mixture was heated to 80° C. for 2 hours, cooled to ambient temperature, diluted with EtOAc and washed with saturated sodium bicarbonate and brine. The combined organics were then dried over MgSO4, filtered and concentrated to dryness. The cr...